This data is from the Open Reaction Database (ORD), a public repository of structured organic reaction records. The task is: describe an organic reaction: reactants, conditions, products, and yield The reactants are C(CCC)=NO (butyraldehyde oxime), O1N=CN=C1 (1,2,4-oxadiazole), CC1=C(OCCCC2=CC(=NO2)CC)C(=CC(=C1)C1=NOC(=N1)C)C (5-{3-[2,6-dimethyl-4-(5-methyl-1,2,4-oxadiazol-3-yl)phenoxy]propyl}-3-ethylisoxazole), C(CC)=NO (propionaldehyde oxime), ClN1C(CCC1=O)=O (N-chlorosuccinimide). The reagents and catalysts are N1=CC=CC=C1 (pyridine). Run in C(C)(=O)OCC.CCCCCC (ethyl acetate hexane), C(C)N(CC)CC (triethylamine), CN1C(CCC1)=O (N-methylpyrrolidinone). The product is CC1=C(OCCCC2=CC(=NO2)CCC)C(=CC(=C1)C1=NOC(=N1)C)C (5-{3-[2,6-Dimethyl-4-(5-methyl-1,2,4-oxadiazol-3-yl)phenoxy]propyl}-3-propylisoxazole). The yield is 58.0%. Reaction SMILES: [CH:1](=NO)CCC.C(=NO)CC.ClN1C(=O)CCC1=O.O1C=NC=N1.[CH3:25][C:26]1[CH:42]=[C:41]([C:43]2[N:47]=[C:46]([CH3:48])[O:45][N:44]=2)[CH:40]=[C:39]([CH3:49])[C:27]=1[O:28][CH2:29][CH2:30][CH2:31][C:32]1[O:36][N:35]=[C:34]([CH2:37][CH3:38])[CH:33]=1>N1C=CC=CC=1.C(OCC)(=O)C.CCCCCC.C(N(CC)CC)C.CN1CCCC1=O>[CH3:49][C:39]1[CH:40]=[C:41]([C:43]2[N:47]=[C:46]([CH3:48])[O:45][N:44]=2)[CH:42]=[C:26]([CH3:25])[C:27]=1[O:28][CH2:29][CH2:30][CH2:31][C:32]1[O:36][N:35]=[C:34]([CH2:37][CH2:38][CH3:1])[CH:33]=1 |f:6.7|. Procedure details: Following a procedure similar to that of Example 8(c) but substituting 2.6 g butyraldehyde oxime for the propionaldehyde oxime and using 3.99 g N-chlorosuccinimide, 2 drops pyridine, 50 ml N-methylpyrrolidinone, 2.7 g of the 1,2,4-oxadiazole of part (b) of Example 8 and 4.2 ml triethylamine, there was obtained after chromatography (MPLC, silica gel, 30:70 ethyl acetate/hexane) 2.06 g (58%) of the title compound as white needles, m.p. 69.0°-70.0° C. when recrystallized from methyl alcohol. Starting materials: N#N (N2), FC(C1=CC=C(/C=C/C(=O)O)C=C1)(F)F (trans-4-(trifluoromethyl)cinnamic acid), C(C(=O)Cl)(=O)Cl (oxalyl chloride), CN(C)C=O (DMF). Solvent: C1(=CC=CC=C1)C (toluene). Reaction conditions: time 30 minute. The product is FC(C1=CC=C(C=C1)C=CC(=O)Cl)(F)F (3-(4-trifluoromethyl-phenyl)-acryloyl chloride). Reaction SMILES: N#N.[F:3][C:4]([F:17])([F:16])[C:5]1[CH:15]=[CH:14][C:8](/[CH:9]=[CH:10]/[C:11](O)=[O:12])=[CH:7][CH:6]=1.CN(C=O)C.C(Cl)(=O)C([Cl:26])=O>C1(C)C=CC=CC=1>[F:3][C:4]([F:17])([F:16])[C:5]1[CH:15]=[CH:14][C:8]([CH:9]=[CH:10][C:11]([Cl:26])=[O:12])=[CH:7][CH:6]=1. Procedure details: In a flame dried round-bottomed flask equipped with a magnetic stir bar and under inert atmosphere (N2), a suspension of trans-4-(trifluoromethyl)cinnamic acid (20 mg, 0.10 mmol) in toluene (1.0 mL) was treated with a drop of DMF followed by oxalyl chloride (0.02 mL, 0.23 mmol) and the resulting yellow solution was stirred at rt for 30 min. The solvent was then removed under reduced pressure (coevaporation with toluene) to give 3-(4-trifluoromethyl-phenyl)-acryloyl chloride.